This data is from the Open Reaction Database (ORD), a public repository of structured organic reaction records. The task is: describe an organic reaction: reactants, conditions, products, and yield Reactants: O1C(COC2=C(C[C@@H]3C(=O)OCC3)C=CC=C2)C1 ((2S)-α-(2′-(2,3-Epoxypropan-1-yloxy)benzyl)-γ-butyrolactone), C1=C(C=CC2=CC=CC=C12)C1CCNCC1 (4-(naphthalen-2-yl)piperidine). Solvent: CO (methanol). Yields the product OC(COC1=C(C[C@@H]2C(=O)OCC2)C=CC=C1)CN1CCC(CC1)C1=CC2=CC=CC=C2C=C1 ((2S)-α-(2′-(2-hydroxy-3-(4-(naphthalen-2-yl)piperidino)propyloxy)benzyl)-γ-butyrolactone). The yield is 46.8%. Reaction SMILES: [O:1]1[CH2:18][CH:2]1[CH2:3][O:4][C:5]1[CH:17]=[CH:16][CH:15]=[CH:14][C:6]=1[CH2:7][C@H:8]1[CH2:13][CH2:12][O:11][C:9]1=[O:10].[CH:19]1[C:28]2[C:23](=[CH:24][CH:25]=[CH:26][CH:27]=2)[CH:22]=[CH:21][C:20]=1[CH:29]1[CH2:34][CH2:33][NH:32][CH2:31][CH2:30]1>CO>[OH:1][CH:2]([CH2:18][N:32]1[CH2:33][CH2:34][CH:29]([C:20]2[CH:21]=[CH:22][C:23]3[C:28](=[CH:27][CH:26]=[CH:25][CH:24]=3)[CH:19]=2)[CH2:30][CH2:31]1)[CH2:3][O:4][C:5]1[CH:17]=[CH:16][CH:15]=[CH:14][C:6]=1[CH2:7][C@H:8]1[CH2:13][CH2:12][O:11][C:9]1=[O:10]. Procedure: (2S)-α-(2′-(2,3-Epoxypropan-1-yloxy)benzyl)-γ-butyrolactone (1.5 g) and 4-(naphthalen-2-yl)piperidine (1.5 g) were dissolved in methanol (50 ml) and the reaction mixture was refluxed under heating for 2 hr. After cooling, the solvent was evaporated under reduced pressure and the obtained oil was purified by silica gel column chromatography (chloroform/methanol) to give the title compound (1.3 g). The reactants are ice water, C(C)(=O)C1=C(C(=C(OCCBr)C=C1)CCC)O (2-(4-acetyl-3-hydroxy-2-propylphenoxy)ethyl bromide), SC=1NC2=C(N1)C=CC(=C2)C(=O)OCC (ethyl 2 mercaptobenzimidazole-5-carboxylate), C([O-])([O-])=O.[K+].[K+] (potassium carbonate), Cl (hydrochloric acid). Run in CN(C=O)C (N,N-dimethylformamide). Conditions: temperature 85 celsius, time 30 minute. Product: C(C)(=O)C1=C(C(=C(OCCSC=2NC3=C(N2)C=CC(=C3)C(=O)OCC)C=C1)CCC)O (ethyl 2-[2-(4-acetyl-3- hydroxy-2-propylphenoxy)ethylthio]benzimidazole-5-carboxylate). Isolated yield 58.5%. As a reaction SMILES: [C:1]([C:4]1[CH:13]=[CH:12][C:7]([O:8][CH2:9][CH2:10]Br)=[C:6]([CH2:14][CH2:15][CH3:16])[C:5]=1[OH:17])(=[O:3])[CH3:2].[SH:18][C:19]1[NH:20][C:21]2[CH:27]=[C:26]([C:28]([O:30][CH2:31][CH3:32])=[O:29])[CH:25]=[CH:24][C:22]=2[N:23]=1.C(=O)([O-])[O-].[K+].[K+].Cl>CN(C)C=O>[C:1]([C:4]1[CH:13]=[CH:12][C:7]([O:8][CH2:9][CH2:10][S:18][C:19]2[NH:20][C:21]3[CH:27]=[C:26]([C:28]([O:30][CH2:31][CH3:32])=[O:29])[CH:25]=[CH:24][C:22]=3[N:23]=2)=[C:6]([CH2:14][CH2:15][CH3:16])[C:5]=1[OH:17])(=[O:3])[CH3:2] |f:2.3.4|. Procedure details: A mixture of 2-(4-acetyl-3-hydroxy-2-propylphenoxy)ethyl bromide (2.71 g), ethyl 2 mercaptobenzimidazole-5-carboxylate (2.00 g) and anhydrous potassium carbonate (1.49 g) in N,N-dimethylformamide (30 ml) was stirred at 80-90 ° C. for 30 minutes. The reaction mixture was poured into ice-water, made acidic with concentrated hydrochloric acid and extracted with ethyl acetate. The organic layer was washed with water, dried over anhydrous sodium sulfate and evaporated. The resulting residue was purif... The reactants are ClCCl, COc1ccc(-c2cnc(CCl)o2)cc1, Cl, [Na+], [Na+], O=C([O-])[O-]. Product: Oc1ccc(-c2cnc(CCl)o2)cc1. As a reaction SMILES: [CH2:23]([Cl:24])[Cl:25].[Cl:1][CH2:2][c:3]1[o:4][c:5](-[c:8]2[cH:9][cH:10][c:11]([O:14][CH3:15])[cH:12][cH:13]2)[cH:6][n:7]1.[ClH:22].[Na+:16].[Na+:17].[O-:18][C:19](=[O:20])[O-:21]>>[Cl:1][CH2:2][c:3]1[o:4][c:5](-[c:8]2[cH:9][cH:10][c:11]([OH:14])[cH:12][cH:13]2)[cH:6][n:7]1. Reactants: O1CCCC=C1 (3,4-dihydro-2H-pyran), COC(=O)C1(CC1)O (Hydroxy-cyclopropanecarboxylic acid methyl ester), [NH+]1=CC=CC=C1.C1(=CC=C(C=C1)S(=O)(=O)O)C (pyridinium p-toluene-sulfonic acid). Run in C(C)OCC (diethyl ether), C(Cl)Cl (methylene chloride). Conditions: temperature 25 celsius, time 3 hour. The product is COC(=O)C1(CC1)OC1OCCCC1 (1-(tetrahydro-pyran-2-yloxy)-cyclopropanecarboxylic acid methyl ester). Yield: 85.6%. Reaction SMILES: [CH3:1][O:2][C:3]([C:5]1([OH:8])[CH2:7][CH2:6]1)=[O:4].[O:9]1[CH:14]=[CH:13][CH2:12][CH2:11][CH2:10]1.[NH+]1C=CC=CC=1.C1(C)C=CC(S(O)(=O)=O)=CC=1>C(Cl)Cl.C(OCC)C>[CH3:1][O:2][C:3]([C:5]1([O:8][CH:10]2[CH2:11][CH2:12][CH2:13][CH2:14][O:9]2)[CH2:7][CH2:6]1)=[O:4] |f:2.3|. Procedure: Hydroxy-cyclopropanecarboxylic acid methyl ester (5.07 g, 43.71 mmol) was dissolved in methylene chloride (75 mL) and 3,4-dihydro-2H-pyran (3.86 g, 45.90 mmol) was added followed by pyridinium-p-toluene-sulfonic acid (1.10 g, 4.37 mmol). The reaction stirred at 25° C. for 3 h. The reaction was concentrated in vacuo to give a clear oil. The oil was dissolved in diethyl ether (75 mL), washed with saturated aqueous brine solution (25 mL), dried over sodium sulfate and concentrated in vacuo to an oi... The reactants are N1[C@H](C(=O)O)CCC1 (L-proline), C([O-])([O-])=O.[K+].[K+] (potassium carbonate), IC1=CC=CC=C1 (iodobenzene), Cl (HCl). The reagents and catalysts are [Cu]I (copper (I) iodide). Run in CN(C(C)=O)C (N,N-dimethylacetamide), O (Water). Run at temperature 90 celsius. Yields the product C1(=CC=CC=C1)N1[C@H](C(=O)O)CCC1 (N-phenylproline). Reaction SMILES: [NH:1]1[CH2:8][CH2:7][CH2:6][C@H:2]1[C:3]([OH:5])=[O:4].C(=O)([O-])[O-].[K+].[K+].I[C:16]1[CH:21]=[CH:20][CH:19]=[CH:18][CH:17]=1.Cl>[Cu]I.O.CN(C)C(=O)C>[C:16]1([N:1]2[CH2:8][CH2:7][CH2:6][C@H:2]2[C:3]([OH:5])=[O:4])[CH:21]=[CH:20][CH:19]=[CH:18][CH:17]=1 |f:1.2.3|. Procedure: Step D (1): To a sealed tube flushed with nitrogen was added L-proline (3.684 g, 32.0 mmol), potassium carbonate (6.634 g, 48.0 mmol), copper (I) iodide (609 mg, 3.2 mmol), iodobenzene (3.58 mL, 32.0 mmol) and N,N-dimethylacetamide. The mixture was heated at 90° C. for 48 hours, then cooled to room temperature. Water was added, and the pH adjusted to <3 with concentrated HCl. The aqueous phase was extracted 4 times with ethyl acetate. The combined organic layers were washed with brine, dried ove... Starting materials: CON, CO, CS(=O)(=O)c1ccc(C(CC2CCCC2=O)C(=O)Nc2cnccn2)cc1Cl, Cl, c1ccncc1. Product: CON=C1CCCC1CC(C(=O)Nc1cnccn1)c1ccc(S(C)(=O)=O)c(Cl)c1. RXN SMILES: [CH3:30][O:31][NH2:32].[CH3:39][OH:40].[Cl:1][c:2]1[cH:3][c:4]([CH:12]([C:13](=[O:14])[NH:15][c:16]2[n:17][cH:18][cH:19][n:20][cH:21]2)[CH2:22][CH:23]2[C:24](=[O:28])[CH2:25][CH2:26][CH2:27]2)[cH:5][cH:6][c:7]1[S:8](=[O:9])(=[O:10])[CH3:11].[ClH:29].[cH:33]1[cH:34][cH:35][n:36][cH:37][cH:38]1>>[Cl:1][c:2]1[cH:3][c:4]([CH:12]([C:13](=[O:14])[NH:15][c:16]2[n:17][cH:18][cH:19][n:20][cH:21]2)[CH2:22][CH:23]2[C:24](=[N:32][O:31][CH3:30])[CH2:25][CH2:26][CH2:27]2)[cH:5][cH:6][c:7]1[S:8](=[O:9])(=[O:10])[CH3:11]. Starting materials: O1CCN(CC1)C1=CC(=CC2=CC=CC=C12)O (4-morpholino-2-naphthol), C(C1=CC=C(C=C1)OC)C(C#C)(O)CC1=CC=C(C=C1)OC (1,1-dianisylprop-2-yn-1-ol), 1. The solvent is C1(=CC=CC=C1)C (toluene). Run at time 1.5 hour. Product: O1CCN(CC1)C1=CC(=CC2=CC=CC=C12)O (4-Morpholino-2-naphthol), C(C1=CC=C(C=C1)OC)C1(C=CC2=C(O1)C=C(C1=CC=CC=C12)N1CCOCC1)CC1=CC=C(C=C1)OC (3,3-dianisyl -6-morpholino-3H-naphtho[2,1-b]pyran). Reaction SMILES: [O:1]1[CH2:6][CH2:5][N:4]([C:7]2[C:16]3[C:11](=[CH:12][CH:13]=[CH:14][CH:15]=3)[CH:10]=[C:9]([OH:17])[CH:8]=2)[CH2:3][CH2:2]1.[CH2:18]([C:27]([CH2:31][C:32]1[CH:37]=[CH:36][C:35]([O:38][CH3:39])=[CH:34][CH:33]=1)([OH:30])[C:28]#[CH:29])[C:19]1[CH:24]=[CH:23][C:22]([O:25][CH3:26])=[CH:21][CH:20]=1>C1(C)C=CC=CC=1>[O:1]1[CH2:2][CH2:3][N:4]([C:7]2[C:16]3[C:11](=[CH:12][CH:13]=[CH:14][CH:15]=3)[CH:10]=[C:9]([OH:17])[CH:8]=2)[CH2:5][CH2:6]1.[CH2:18]([C:27]1([CH2:31][C:32]2[CH:37]=[CH:36][C:35]([O:38][CH3:39])=[CH:34][CH:33]=2)[O:30][C:9]2[CH:8]=[C:7]([N:4]3[CH2:3][CH2:2][O:1][CH2:6][CH2:5]3)[C:16]3[C:11]([C:10]=2[CH:29]=[CH:28]1)=[CH:12][CH:13]=[CH:14][CH:15]=3)[C:19]1[CH:20]=[CH:21][C:22]([O:25][CH3:26])=[CH:23][CH:24]=1. Procedure details: 4-Morpholino-2-naphthol was prepared as described in Example 2(b). A mixture of 4-morpholino-2-naphthol (0.50 g;0.0022 mol), 1,1-dianisylprop-2-yn-1-ol (0.59 g; 0.0022 mol), acidic alumina Brockmann 1(4 g) and toluene (35.0 ml) was heated and stirred for 1.5 h, cooled, filtered and the solid washed with toluene. The filtrate was evaporated to give an orange crystalline solid which was washed with diethyl ether to give 3,3-dianisyl -6-morpholino-3H-naphtho[2,1-b]pyran as a white solid (0.61 g;58%... Reactants: C=CCOc1ccc(OCC(OCC)OCC)cc1, CCCCO, Cl, Cl, O, NCCc1ccc(O)c(O)c1. Yields the product Cl, C=CCOc1ccc(OC2NCCc3cc(O)c(O)cc32)cc1. RXN SMILES: [CH2:13]([O:14][CH:15]([O:16][CH2:29][CH3:30])[CH2:17][O:18][c:19]1[cH:20][cH:21][c:22]([O:25][CH2:26][CH:27]=[CH2:28])[cH:23][cH:24]1)[CH3:31].[CH2:34]([OH:35])[CH2:36][CH2:37][CH3:38].[ClH:1].[ClH:33].[OH2:32].[OH:2][c:3]1[cH:4][c:5]([CH2:6][CH2:7][NH2:8])[cH:9][cH:10][c:11]1[OH:12]>>[ClH:1].[OH:2][c:3]1[cH:4][c:5]2[c:9]([cH:10][c:11]1[OH:12])[CH:17]([O:18][c:19]1[cH:20][cH:21][c:22]([O:25][CH2:26][CH:27]=[CH2:28])[cH:23][cH:24]1)[NH:8][CH2:7][CH2:6]2.